This data is from the Open Reaction Database (ORD), a public repository of structured organic reaction records. The task is: describe an organic reaction: reactants, conditions, products, and yield Solvent: 1.2, ClC(C)Cl (dichloroethane), O (water). Run at temperature 60 celsius. Product: COC(C(N1CC2=C(CC1)SC=C2)C2=C(C=CC=C2)Cl)=O (2-chlorophenyl(6,7-dihydro-4H-thieno[3,2-c]pyridin-5-yl)acetic acid methyl ester). Procedure: 6 g (0.017 mol) of dextrorotatory methyl [2-(2-thienyl)ethylamino](2-chlorophenyl)acetate hydrochloride is suspended in 6.7 ml of 38% aqueous formaline solution and heated to 60° C. under stirring. The starting material dissolves at 60° C., the resulting solution is stirred at the temperature for 30 minutes, till the completion of the reaction. The reaction mixture is then diluted with 100 ml of 1.2 dichloroethane and 150 ml of water, and after shaking well, the phases are separated. The aqueous... Reaction SMILES: Cl.[S:2]1[CH:6]=[CH:5][CH:4]=[C:3]1[CH2:7][CH2:8][NH:9][CH:10]([C:15]1[CH:20]=[CH:19][CH:18]=[CH:17][C:16]=1[Cl:21])[C:11]([O:13][CH3:14])=[O:12].[CH2:22]=O>ClC(Cl)C.O>[CH3:14][O:13][C:11](=[O:12])[CH:10]([C:15]1[CH:20]=[CH:19][CH:18]=[CH:17][C:16]=1[Cl:21])[N:9]1[CH2:8][CH2:7][C:3]2[S:2][CH:6]=[CH:5][C:4]=2[CH2:22]1 |f:0.1|. Reactants: Cl.S1C(=CC=C1)CCNC(C(=O)OC)C1=C(C=CC=C1)Cl (methyl [2-(2-thienyl)ethylamino](2-chlorophenyl)acetate hydrochloride), C=O (formaline). Isolated yield 90.1%. The reactants are C(C)(C)O (isopropanol), OC1CCN2C3=C(C(=CC=C13)C)C=C2C(=O)OCC (ethyl 5,6-dihydro-6-hydroxy-9-methyl-4H-pyrrolo [3,2,1-ij]quinoline-2-carboxylate), ice water, N (ammonia), Cl.NC(=N)N (guanidine hydrochloride), C[O-].[Na+] (sodium methoxide). Run in CS(=O)(=O)O (methanesulfonic acid), CN(C=O)C (N,N-dimethylformamide). Run at temperature 60 celsius, time 30 minute. The product is NN=CNC(=O)C1=CC=2C(=CC=C3C(CCN1C23)OC(C)C)C (N-(aminoiminomethyl)-5,6-dihydro-6-isopropoxy-9-methyl-4H-pyrrolo [3,2,1-ij]quinoline-2-carboxamide). As a reaction SMILES: [OH:1][CH:2]1[C:11]2[C:6]3=[C:7]([CH:13]=[C:14]([C:15]([O:17]CC)=O)[N:5]3[CH2:4][CH2:3]1)[C:8]([CH3:12])=[CH:9][CH:10]=2.Cl.[NH2:21][C:22]([NH2:24])=N.C[O-].[Na+].[NH3:28].[CH:29](O)([CH3:31])[CH3:30]>CS(O)(=O)=O.CN(C)C=O>[NH2:28][N:21]=[CH:22][NH:24][C:15]([C:14]1[N:5]2[C:6]3[C:11]([CH:2]([O:1][CH:29]([CH3:31])[CH3:30])[CH2:3][CH2:4]2)=[CH:10][CH:9]=[C:8]([CH3:12])[C:7]=3[CH:13]=1)=[O:17] |f:1.2,3.4|. Procedure details: Crude N-(aminoiminomethyl)-5,6-dihydro-6-hydroxy-9-methyl-4H-pyrrolo [3,2,1-ij]quinoline-2-carboxamide was obtained by carrying out reaction according to the method described in Example 1, except for using ethyl 5,6-dihydro-6-hydroxy-9-methyl-4H-pyrrolo [3,2,1-ij]quinoline-2-carboxylate (0.70 g, 2.70 mmol), guanidine hydrochloride (2.58 g, 27.0 mmol), sodium methoxide (1.46 g, 27.0 mmol) and N,N-dimethylformamide (40 ml). This compound was dissolved in a solution of methanesulfonic acid (1.0 g) ... Reactants: CC(=O)OCC1(C#N)CCC(n2cc(C)c(=O)[nH]c2=O)O1, CO. The product is Cc1cn(C2CCC(C#N)(CO)O2)c(=O)[nH]c1=O. As a reaction SMILES: [C:1](#[N:2])[C:3]1([CH2:17][O:18][C:19](=[O:20])[CH3:21])[CH2:4][CH2:5][CH:6]([n:8]2[c:9](=[O:10])[nH:11][c:12](=[O:13])[c:14]([CH3:15])[cH:16]2)[O:7]1.[CH3:22][OH:23]>>[C:1](#[N:2])[C:3]1([CH2:17][OH:18])[CH2:4][CH2:5][CH:6]([n:8]2[c:9](=[O:10])[nH:11][c:12](=[O:13])[c:14]([CH3:15])[cH:16]2)[O:7]1. Starting materials: [Al+3], [Al], C1CCOC1, COC(Cn1ncc2cc(Oc3ccc(F)cc3C#N)ccc21)OC, [H-], [H-], [H-], [H-], [Li+]. The product is COC(Cn1ncc2cc(Oc3ccc(F)cc3CN)ccc21)OC. RXN SMILES: [Al+3:27].[Al:32].[CH2:33]1[O:34][CH2:35][CH2:36][CH2:37]1.[CH3:1][O:2][CH:3]([CH2:4][n:5]1[n:6][cH:7][c:8]2[cH:9][c:10]([O:14][c:15]3[c:16]([C:17]#[N:18])[cH:19][c:20]([F:23])[cH:21][cH:22]3)[cH:11][cH:12][c:13]12)[O:24][CH3:25].[H-:26].[H-:29].[H-:30].[H-:31].[Li+:28]>>[CH3:1][O:2][CH:3]([CH2:4][n:5]1[n:6][cH:7][c:8]2[cH:9][c:10]([O:14][c:15]3[c:16]([CH2:17][NH2:18])[cH:19][c:20]([F:23])[cH:21][cH:22]3)[cH:11][cH:12][c:13]12)[O:24][CH3:25].